Task: describe an organic reaction: reactants, conditions, products, and yield. Dataset: the Open Reaction Database (ORD), a public repository of structured organic reaction records The reactants are CC#N, [N-]=[N+]=Nc1ccc(C(=O)O)cc1, NCCN1CCCCC1, CN(C)C=O, On1nnc2ccccc21. Product: [N-]=[N+]=Nc1ccc(C(=O)NCCN2CCCCC2)cc1. As a reaction SMILES: [CH3:32][C:33]#[N:34].[N:1](=[N+:2]=[N-:3])[c:4]1[cH:5][cH:6][c:7]([C:8](=[O:9])[OH:10])[cH:11][cH:12]1.[NH2:23][CH2:24][CH2:25][N:26]1[CH2:27][CH2:28][CH2:29][CH2:30][CH2:31]1.[O:35]=[CH:36][N:37]([CH3:38])[CH3:39].[OH:13][n:14]1[c:15]2[c:16]([cH:17][cH:18][cH:19][cH:20]2)[n:21][n:22]1>>[N:1](=[N+:2]=[N-:3])[c:4]1[cH:5][cH:6][c:7]([C:8](=[O:10])[NH:23][CH2:24][CH2:25][N:26]2[CH2:27][CH2:28][CH2:29][CH2:30][CH2:31]2)[cH:11][cH:12]1. Starting materials: CN1CCCC1=O, CO, O=C(O)C(F)(F)F, COc1ccc(CN(c2cc(NC3CCC(N)CC3)nn3c(C(=O)Nc4ccnc(Cl)c4)cnc23)C2CC2)cc1. The product is NC1CCC(Nc2cc(NC3CC3)c3ncc(C(=O)Nc4ccnc(Cl)c4)n3n2)CC1. As a reaction SMILES: [CH3:48][N:49]1[CH2:50][CH2:51][CH2:52][C:53]1=[O:54].[CH3:55][OH:56].[F:41][C:42]([F:43])([F:44])[C:45]([OH:46])=[O:47].[NH2:1][CH:2]1[CH2:3][CH2:4][CH:5]([NH:8][c:9]2[cH:10][c:11]([N:28]([CH2:29][c:30]3[cH:31][cH:32][c:33]([O:34][CH3:35])[cH:36][cH:37]3)[CH:38]3[CH2:39][CH2:40]3)[c:12]3[n:13]([n:14]2)[c:15]([C:18](=[O:19])[NH:20][c:21]2[cH:22][c:23]([Cl:27])[n:24][cH:25][cH:26]2)[cH:16][n:17]3)[CH2:6][CH2:7]1>>[NH2:1][CH:2]1[CH2:3][CH2:4][CH:5]([NH:8][c:9]2[cH:10][c:11]([NH:28][CH:38]3[CH2:39][CH2:40]3)[c:12]3[n:13]([n:14]2)[c:15]([C:18](=[O:19])[NH:20][c:21]2[cH:22][c:23]([Cl:27])[n:24][cH:25][cH:26]2)[cH:16][n:17]3)[CH2:6][CH2:7]1. Starting materials: Oc1ccc(Br)nc1, [H-], CCCI, [Na+], CN(C)C=O, O. The product is CCCOc1ccc(Br)nc1. RXN SMILES: [Br:1][c:2]1[n:3][cH:4][c:5]([OH:8])[cH:6][cH:7]1.[H-:10].[I:11][CH2:12][CH2:13][CH3:14].[Na+:9].[O:16]=[CH:17][N:18]([CH3:19])[CH3:20].[OH2:15]>>[Br:1][c:2]1[n:3][cH:4][c:5]([O:8][CH2:12][CH2:13][CH3:14])[cH:6][cH:7]1.